From a dataset of the Open Reaction Database (ORD), a public repository of structured organic reaction records. describe an organic reaction: reactants, conditions, products, and yield Reactants: NC=1SC2=C(N1)C=CC(=C2)CCC=2N=CN(C2C)C(C2=CC=CC=C2)(C2=CC=CC=C2)C2=CC=CC=C2 (2-amino-6-[2-(5-methyl-1-tritylimidazol-4-yl)ethyl]benzothiazole), C(C)OCC (diethyl ether). The solvent is C1(=CC=CC=C1)OC (anisole), FC(C(=O)O)(F)F (trifluoroacetic acid). Conditions: time 5 hour. Yields the product NC=1SC2=C(N1)C=CC(=C2)CCC=2N=CNC2C (2-amino-6-[2-(5-methylimidazol-4-yl)ethyl]benzothiazole). The yield is 33.2%. Reaction SMILES: [NH2:1][C:2]1[S:3][C:4]2[CH:10]=[C:9]([CH2:11][CH2:12][C:13]3[N:14]=[CH:15][N:16](C(C4C=CC=CC=4)(C4C=CC=CC=4)C4C=CC=CC=4)[C:17]=3[CH3:18])[CH:8]=[CH:7][C:5]=2[N:6]=1.C(OCC)C>C1(OC)C=CC=CC=1.FC(F)(F)C(O)=O>[NH2:1][C:2]1[S:3][C:4]2[CH:10]=[C:9]([CH2:11][CH2:12][C:13]3[N:14]=[CH:15][NH:16][C:17]=3[CH3:18])[CH:8]=[CH:7][C:5]=2[N:6]=1. Procedure: A mixture of 2-amino-6-[2-(5-methyl-1-tritylimidazol-4-yl)ethyl]benzothiazole (1.4 g) in anisole (1.4 ml) and trifluoroacetic acid (6.0 ml) was stirred for 5 hours at ambient temperature. To the reaction mixture was added a diethyl ether, and precipitate was collected by filtration. To the precipitate was added a mixture of tetrahydrofuran, ethyl acetate and water and the mixture was adjusted to pH 9 with potassium carbonate. The separated organic layer was washed with brine and dried over magne... The reactants are BrC1=CC=CC(=N1)CN1CCP(CC1)(C)=O (1-[(6-bromopyridin-2-yl)methyl]-4-methyl-1,4-azaphosphinane 4-oxide), NC=1SC(=CC1C(=O)N)C1=C(C=C(C=C1F)C(C)(C)O)F (2-amino-5-[2,6-difluoro-4-(1-hydroxy-1-methylethyl)phenyl]thiophene-3-carboxamide). The product is FC1=C(C(=CC(=C1)C(C)(C)O)F)C1=CC(=C(S1)NC1=NC(=CC=C1)CN1CCP(CC1)(=O)C)C(=O)N (5-[2,6-Difluoro-4-(1-hydroxy-1-methylethyl)phenyl]-2-({6-[(4-methyl-4-oxido-1,4-azaphosphinan-1-yl)methyl]pyridin-2-yl}amino)thiophene-3-carboxamide). RXN SMILES: Br[C:2]1[N:7]=[C:6]([CH2:8][N:9]2[CH2:14][CH2:13][P:12](=[O:16])([CH3:15])[CH2:11][CH2:10]2)[CH:5]=[CH:4][CH:3]=1.[NH2:17][C:18]1[S:19][C:20]([C:26]2[C:31]([F:32])=[CH:30][C:29]([C:33]([OH:36])([CH3:35])[CH3:34])=[CH:28][C:27]=2[F:37])=[CH:21][C:22]=1[C:23]([NH2:25])=[O:24]>>[F:37][C:27]1[CH:28]=[C:29]([C:33]([OH:36])([CH3:35])[CH3:34])[CH:30]=[C:31]([F:32])[C:26]=1[C:20]1[S:19][C:18]([NH:17][C:2]2[CH:3]=[CH:4][CH:5]=[C:6]([CH2:8][N:9]3[CH2:14][CH2:13][P:12]([CH3:15])(=[O:16])[CH2:11][CH2:10]3)[N:7]=2)=[C:22]([C:23]([NH2:25])=[O:24])[CH:21]=1. Procedure details: The title compound was synthesized from 1-[(6-bromopyridin-2-yl)methyl]-4-methyl-1,4-azaphosphinane 4-oxide (121 mg, 0.40 mmol) and 2-amino-5-[2,6-difluoro-4-(1-hydroxy-1-methylethyl)phenyl]thiophene-3-carboxamide (125 mg, 0.40 mmol) according to the general procedure in Example 1. The reactants are [Br-], [Br-], [Br-], CC(=O)OCc1ccoc1C(C)=O, O=C([O-])O, CC(=O)O, [Na+], c1cc[nH+]cc1, c1cc[nH+]cc1, c1cc[nH+]cc1. Product: CC(=O)OCc1ccoc1C(=O)CBr. Reaction SMILES: [Br-:14].[Br-:15].[Br-:16].[C:1]([CH3:2])(=[O:3])[O:4][CH2:5][c:6]1[c:7]([C:11]([CH3:12])=[O:13])[o:8][cH:9][cH:10]1.[C:35](=[O:36])([OH:37])[O-:38].[CH3:40][C:41](=[O:42])[OH:43].[Na+:39].[nH+:17]1[cH:18][cH:19][cH:20][cH:21][cH:22]1.[nH+:23]1[cH:24][cH:25][cH:26][cH:27][cH:28]1.[nH+:29]1[cH:30][cH:31][cH:32][cH:33][cH:34]1>>[C:1]([CH3:2])(=[O:3])[O:4][CH2:5][c:6]1[c:7]([C:11]([CH2:12][Br:14])=[O:13])[o:8][cH:9][cH:10]1. The reactants are COC1=CC=C(C=C1)C1=CC=C(C=C1)O (4-methoxy-4'hydroxybiphenyl), C(CO)Cl (ethylenechlorohydrine), C(C(=C)C)(=O)O (methacrylic acid), p-toluol-sulfonic acid, C1=CC=CC=C1 (benzene). Solvent: [OH-].[K+] (potassium hydroxide), C(Cl)(Cl)Cl (chloroform), C(Cl)(Cl)Cl (chloroform). Yields the product C(C(=C)C)(=O)OCCOC1=CC=C(C=C1)C1=CC=C(C=C1)OC (4-(methacryloyloxy) ethoxy-4'-methoxybiphenyl). Reaction SMILES: [CH3:1][O:2][C:3]1[CH:8]=[CH:7][C:6]([C:9]2[CH:14]=[CH:13][C:12](O)=[CH:11][CH:10]=2)=[CH:5][CH:4]=1.[CH2:16](Cl)[CH2:17][OH:18].[C:20]([OH:25])(=[O:24])[C:21]([CH3:23])=[CH2:22].C1C=CC=CC=1>[OH-].[K+].C(Cl)(Cl)Cl>[C:20]([O:25][CH2:16][CH2:17][O:18][C:12]1[CH:11]=[CH:10][C:9]([C:6]2[CH:5]=[CH:4][C:3]([O:2][CH3:1])=[CH:8][CH:7]=2)=[CH:14][CH:13]=1)(=[O:24])[C:21]([CH3:23])=[CH2:22] |f:4.5|. Procedure details: 4-(methacryloyloxy) ethoxy-4'-methoxybiphenyl is prepared from 4-methoxy-4'hydroxybiphenyl by reaction with ethylenechlorohydrine in aqueous-alcoholic potassium hydroxide solution and subsequent azeotropic esterification with methacrylic acid in chloroform, catalyzed by p-toluol-sulfonic acid. This substance is heated for 8 hours to 65° C. in a benzene solution under nitrogen in the presence of 1 mol percent 2.2-azoisobutylonitrile. The reaction product is dissolved in chloroform and precipitate... Starting materials: CS(=O)(=O)OCC=1C(=NSC1C(F)(F)F)C1=CC(=C(C=C1)OC)F ((3-(3-fluoro-4-methoxyphenyl)-5-(trifluoromethyl)isothiazol-4-yl)methyl methanesulfonate), OC1=C(C=C(C=C1F)CCC(=O)OCC)F (ethyl 3-(4-hydroxy-3,5-difluorophenyl)propanoate). Product: FC=1C=C(C=C(C1OCC=1C(=NSC1C(F)(F)F)C1=CC(=C(C=C1)OC)F)F)CCC(=O)O (3-(3,5-difluoro-4-[[3-(3-fluoro-4-methoxyphenyl)-5-(trifluoromethyl)-1,2-thiazol-4-yl]methoxy]phenyl)propanoic acid). RXN SMILES: CS([O:5][CH2:6][C:7]1[C:8]([C:16]2[CH:21]=[CH:20][C:19]([O:22][CH3:23])=[C:18]([F:24])[CH:17]=2)=[N:9][S:10][C:11]=1[C:12]([F:15])([F:14])[F:13])(=O)=O.O[C:26]1[C:31]([F:32])=[CH:30][C:29]([CH2:33][CH2:34][C:35]([O:37]CC)=[O:36])=[CH:28][C:27]=1[F:40]>>[F:32][C:31]1[CH:30]=[C:29]([CH2:33][CH2:34][C:35]([OH:37])=[O:36])[CH:28]=[C:27]([F:40])[C:26]=1[O:5][CH2:6][C:7]1[C:8]([C:16]2[CH:21]=[CH:20][C:19]([O:22][CH3:23])=[C:18]([F:24])[CH:17]=2)=[N:9][S:10][C:11]=1[C:12]([F:15])([F:14])[F:13]. Procedure: The title compound was prepared according to the procedure described in Example 1 starting following Step 5 and 6 coupling (3-(3-fluoro-4-methoxyphenyl)-5-(trifluoromethyl)isothiazol-4-yl)methyl methanesulfonate and ethyl 3-(4-hydroxy-3,5-difluorophenyl)propanoate followed by hydrolysis to afford the desired product as an off-white solid. 1H NMR (400 MHz, CD3OD) δ 7.55-7.63 (m, 2H), 7.22 (t, J=8.8 Hz, 2H), 6.86-6.91 (m, 2H), 5.22 (s, 2H), 3.97 (s, 3H), 2.88 (t, J=7.2 Hz, 2H), 2.60 (t, J=7.5 Hz, ...